From a dataset of the Open Reaction Database (ORD), a public repository of structured organic reaction records. describe an organic reaction: reactants, conditions, products, and yield The reactants are C1(CC1)N1C=C(C(C2=CC(=C(C=C12)F)F)=O)C(=O)O (1-cyclopropyl-6,7-difluoro-1,4- dihydro-4-oxoquinoline-3-carboxylic acid), ClC=1C=C2CNCC2=CC1 (5-chloroisoindoline), C1CCC2=NCCCN2CC1 (DBU). Solvent: CN(C)C=O (DMF). Reaction conditions: temperature 110 celsius. Product: ClC=1C=C2CN(CC2=CC1)C1=C(C=C2C(C(=CN(C2=C1)C1CC1)C(=O)O)=O)F (7-(5-chloro-2-isoindolinyl)-1-cyclopropyl-6-fluoro-1,4- dihydro-4-oxoquinoline-3-carboxylic acid). Yield: 62.6%. Reaction SMILES: [CH:1]1([N:4]2[C:13]3[C:8](=[CH:9][C:10]([F:15])=[C:11](F)[CH:12]=3)[C:7](=[O:16])[C:6]([C:17]([OH:19])=[O:18])=[CH:5]2)[CH2:3][CH2:2]1.[Cl:20][C:21]1[CH:22]=[C:23]2[C:27](=[CH:28][CH:29]=1)[CH2:26][NH:25][CH2:24]2.C1CCN2C(=NCCC2)CC1>CN(C=O)C>[Cl:20][C:21]1[CH:22]=[C:23]2[C:27](=[CH:28][CH:29]=1)[CH2:26][N:25]([C:11]1[CH:12]=[C:13]3[C:8]([C:7](=[O:16])[C:6]([C:17]([OH:19])=[O:18])=[CH:5][N:4]3[CH:1]3[CH2:3][CH2:2]3)=[CH:9][C:10]=1[F:15])[CH2:24]2. Procedure: A mixture of 136 mg of 1-cyclopropyl-6,7-difluoro-1,4- dihydro-4-oxoquinoline-3-carboxylic acid, 123 mg of 5-chloroisoindoline, 122 mg of DBU, and 1.5 ml of anhydrous DMF was heated at 110° C. for 1.5 hours while stirring. The resulting reaction mixture was evaporated under reduced pressure to dryness. 20 ml of chloroform and 10 ml of 5% acetic acid were added to the residue thus obtained, and the mixture was stirred. The deposited crystals were collected by filtration and washed with water and ... Starting materials: CCOC(=O)CBr, O=C([O-])[O-], Cl, [K+], [K+], C1CCOC1, O, O=C(C1CCNCC1)N1CCN2C(=O)OC(c3ccccc3)(c3ccccc3)C2C1. Yields the product CCOC(=O)CN1CCC(C(=O)N2CCN3C(=O)OC(c4ccccc4)(c4ccccc4)C3C2)CC1. Reaction SMILES: [Br:38][CH2:39][C:40](=[O:41])[O:42][CH2:43][CH3:44].[C:32](=[O:33])([O-:34])[O-:35].[ClH:1].[K+:36].[K+:37].[O:45]1[CH2:46][CH2:47][CH2:48][CH2:49]1.[OH2:50].[c:2]1([C:8]2([c:26]3[cH:27][cH:28][cH:29][cH:30][cH:31]3)[O:9][C:10](=[O:25])[N:11]3[CH:12]2[CH2:13][N:14]([C:17](=[O:18])[CH:19]2[CH2:20][CH2:21][NH:22][CH2:23][CH2:24]2)[CH2:15][CH2:16]3)[cH:3][cH:4][cH:5][cH:6][cH:7]1>>[c:2]1([C:8]2([c:26]3[cH:27][cH:28][cH:29][cH:30][cH:31]3)[O:9][C:10](=[O:25])[N:11]3[CH:12]2[CH2:13][N:14]([C:17](=[O:18])[CH:19]2[CH2:20][CH2:21][N:22]([CH2:39][C:40](=[O:41])[O:42][CH2:43][CH3:44])[CH2:23][CH2:24]2)[CH2:15][CH2:16]3)[cH:3][cH:4][cH:5][cH:6][cH:7]1. Procedure details: To a solution of diisopropylamine (1.7 mL, 12.2 mmol) in THF (50 mL) at −78° C. was added n-BuLi (6.1 mL, 2.0 M hexanes) dropwise under N2. The reaction was stirred for 30 min and 2-fluoro-N,N-diisopropyl-nicotinamide (2.75 g, 12.2 mmol) was added dropwise in a solution of THF (15 mL). The reaction was stir for 1 h, then DMF (3 mL, 36 mmol, 3 eq) was added in one portion. The reaction was stirred at −78° C. for 5 min then warmed to RT over 1 h. The reaction was quenched with NH4Cl (saturated, 10... Conditions: time 30 minute. RXN SMILES: C(NC(C)C)(C)C.[Li]CCCC.N#N.[F:15][C:16]1[N:30]=[CH:29][CH:28]=[CH:27][C:17]=1[C:18]([N:20]([CH:24]([CH3:26])[CH3:25])[CH:21]([CH3:23])[CH3:22])=[O:19].CN([CH:34]=[O:35])C>C1COCC1>[F:15][C:16]1[N:30]=[CH:29][CH:28]=[C:27]([CH:34]=[O:35])[C:17]=1[C:18]([N:20]([CH:21]([CH3:22])[CH3:23])[CH:24]([CH3:25])[CH3:26])=[O:19]. Reactants: C(C)(C)NC(C)C (diisopropylamine), [Li]CCCC (n-BuLi), N#N (N2), FC1=C(C(=O)N(C(C)C)C(C)C)C=CC=N1 (2-fluoro-N,N-diisopropyl-nicotinamide), CN(C)C=O (DMF). Solvent: C1CCOC1 (THF), C1CCOC1 (THF). Product: FC1=C(C(=O)N(C(C)C)C(C)C)C(=CC=N1)C=O (2-fluoro-4-formyl-N,N-diisopropyl-nicotinamide). Reactants: C1(CC1)C=1C=CC(=NC1OCCOC)C(=O)O (5-cyclopropyl-6-(2-methoxyethoxy)-pyridine-2-carboxylic acid), N[C@H](C(=O)N)CC1CC1 ((S)-2-amino-3-cyclopropyl-propionamide). The product is C(N)(=O)[C@H](CC1CC1)NC(=O)C1=NC(=C(C=C1)C1CC1)OCCOC (5-Cyclopropyl-6-(2-methoxy-ethoxy)-pyridine-2-carboxylic acid ((S)-1-carbamoyl-2-cyclopropyl-ethyl)-amide). RXN SMILES: [CH:1]1([C:4]2[CH:5]=[CH:6][C:7]([C:15]([OH:17])=O)=[N:8][C:9]=2[O:10][CH2:11][CH2:12][O:13][CH3:14])[CH2:3][CH2:2]1.[NH2:18][C@@H:19]([CH2:23][CH:24]1[CH2:26][CH2:25]1)[C:20]([NH2:22])=[O:21]>>[C:20]([C@@H:19]([NH:18][C:15]([C:7]1[CH:6]=[CH:5][C:4]([CH:1]2[CH2:2][CH2:3]2)=[C:9]([O:10][CH2:11][CH2:12][O:13][CH3:14])[N:8]=1)=[O:17])[CH2:23][CH:24]1[CH2:26][CH2:25]1)(=[O:21])[NH2:22]. Procedure: The title compound was synthesized in analogy to Example 1, using 5-cyclopropyl-6-(2-methoxyethoxy)-pyridine-2-carboxylic acid (Example 142 d) and (S)-2-amino-3-cyclopropyl-propionamide (CAN 156077-93-9) as starting materials, MS (EI): m/e=348.1 [M+H]+.